From a dataset of the Open Reaction Database (ORD), a public repository of structured organic reaction records. describe an organic reaction: reactants, conditions, products, and yield Reactants: FC(C=1N=CN(C1)C1=C(C=C(N)C=C1)OC)F (4-(4-(difluoromethyl)-1H-imidazol-1-yl)-3-methoxyaniline), C(=S)(N1C(C=CC=C1)=O)N1C(C=CC=C1)=O (1,1′-thiocarbonyldipyridin-2(1H)-one), ( 5 ). The solvent is ClCCl (Dichloromethane). Conditions: time 18 hour. Yields the product FC(C=1N=CN(C1)C1=C(C=C(C=C1)N=C=S)OC)F (4-(difluoromethyl)-1-(4-isothiocyanato-2-methoxyphenyl)-1H-imidazole). Isolated yield 76.9%. Reaction SMILES: [F:1][CH:2]([F:17])[C:3]1[N:4]=[CH:5][N:6]([C:8]2[CH:14]=[CH:13][C:11]([NH2:12])=[CH:10][C:9]=2[O:15][CH3:16])[CH:7]=1.[C:18](N1C=CC=CC1=O)(N1C=CC=CC1=O)=[S:19]>ClCCl>[F:17][CH:2]([F:1])[C:3]1[N:4]=[CH:5][N:6]([C:8]2[CH:14]=[CH:13][C:11]([N:12]=[C:18]=[S:19])=[CH:10][C:9]=2[O:15][CH3:16])[CH:7]=1. Procedure: Step N (5): Dichloromethane (100 mL) was added to a flask charged with 4-(4-(difluoromethyl)-1H-imidazol-1-yl)-3-methoxyaniline (2.5 g, 10.45 mmol) and 1,1′-thiocarbonyldipyridin-2(1H)-one (2.43 g, 10.5 mmol). The resulting mixture was stirred for 18 h at rt. The reaction mixture was concentrated in vacuo. The crude products were purified using silica gel chromatography (0-2% EtOAc/chloroform, linear gradient) to afford 4-(difluoromethyl)-1-(4-isothiocyanato-2-methoxyphenyl)-1H-imidazole (2.26 g... Reactants: CC1(C)OB(c2ccc(Cl)c(CS(=O)(=O)C(C)(C)C)c2)OC1(C)C, CCOC(=O)CCc1ccc(OS(=O)(=O)C(F)(F)F)c(OCCCOC)c1, COCCOC, CCO, [Cs+], [F-]. The product is CCOC(=O)CCc1ccc(-c2ccc(Cl)c(CS(=O)(=O)C(C)(C)C)c2)c(OCCCOC)c1. Reaction SMILES: [C:28]([CH3:29])([CH3:30])([CH3:31])[S:32](=[O:33])(=[O:34])[CH2:35][c:36]1[cH:37][c:38]([B:43]2[O:44][C:45]([CH3:46])([CH3:47])[C:48]([CH3:49])([CH3:50])[O:51]2)[cH:39][cH:40][c:41]1[Cl:42].[CH3:1][O:2][CH2:3][CH2:4][CH2:5][O:6][c:7]1[cH:8][c:9]([CH2:21][CH2:22][C:23](=[O:24])[O:25][CH2:26][CH3:27])[cH:10][cH:11][c:12]1[O:13][S:14]([C:15]([F:16])([F:17])[F:18])(=[O:19])=[O:20].[CH3:54][O:55][CH2:56][CH2:57][O:58][CH3:59].[CH3:60][CH2:61][OH:62].[Cs+:53].[F-:52]>>[CH3:1][O:2][CH2:3][CH2:4][CH2:5][O:6][c:7]1[cH:8][c:9]([CH2:21][CH2:22][C:23](=[O:24])[O:25][CH2:26][CH3:27])[cH:10][cH:11][c:12]1-[c:38]1[cH:37][c:36]([CH2:35][S:32]([C:28]([CH3:29])([CH3:30])[CH3:31])(=[O:33])=[O:34])[c:41]([Cl:42])[cH:40][cH:39]1. Reactants: O (water), C(C1=CC=CC=C1)OC1=C(C=O)C=C(C=C1)Br (2-Benzyloxy-5-bromobenzaldehyde), C1CCOC1 (THF), C[Mg]Br (methyl magnesium bromide). Run in C(C)OCC (diethyl ether), CCOCC (ether). Yields the product C(C1=CC=CC=C1)OC1=C(C=C(C=C1)Br)C(C)O (1-(2-benzyloxy-5-bromophenyl)-ethanol). As a reaction SMILES: [CH2:1]([O:8][C:9]1[CH:16]=[CH:15][C:14]([Br:17])=[CH:13][C:10]=1[CH:11]=[O:12])[C:2]1[CH:7]=[CH:6][CH:5]=[CH:4][CH:3]=1.[CH2:18]1COCC1.C[Mg]Br.O>C(OCC)C>[CH2:1]([O:8][C:9]1[CH:16]=[CH:15][C:14]([Br:17])=[CH:13][C:10]=1[CH:11]([OH:12])[CH3:18])[C:2]1[CH:3]=[CH:4][CH:5]=[CH:6][CH:7]=1. Procedure details: 2-Benzyloxy-5-bromobenzaldehyde (5 g) was dissolved in anhydrous diethyl ether (20 mL) and THF (20 mL) and stirred at ambient temperature under argon while a solution of methyl magnesium bromide in ether (7.4 mL, 3M solution in ether) was added dropwise over 5 minutes. A white precipitate formed. After 30 minutes the mixture was poured onto a mixture of ice and water (300 mL). The aqueous mixture was extracted with ethyl acetate (3×250 mL), the organic extracts were washed with brine (100 mL) an... Reactants: COc1ccc(C(N)=O)c(N)c1, Cc1cccc(CN)c1N. Yields the product COc1ccc(CN)c(N)c1. RXN SMILES: [NH2:11][c:12]1[c:13]([C:14](=[O:15])[NH2:16])[cH:17][cH:18][c:19]([O:21][CH3:22])[cH:20]1.[NH2:1][CH2:2][c:3]1[cH:4][cH:5][cH:6][c:7]([CH3:8])[c:9]1[NH2:10]>>[NH2:11][c:12]1[c:13]([CH2:14][NH2:16])[cH:17][cH:18][c:19]([O:21][CH3:22])[cH:20]1. Starting materials: C(C)(C)(C)OC(NC1=C(C=C(C=C1)C#CC1=CC=CC=C1)N)=O ((2-amino-4-phenylethynyl-phenyl)-carbamic acid tert.-butyl ester), C(C)(C)(C)OC(CC(=O)C1=CC(=CC=C1)C=1N(C=CN1)C)=O (3-[3-(1-methyl-1H-imidazol-2-yl)-phenyl]-3-oxo-propionic acid tert.-butyl ester), C(=O)(C(F)(F)F)O (TFA). Solvent: C(Cl)Cl (CH2Cl2). Yields the product CC1=CC2=C(NC(CC(=N2)C2=CC(=CC=C2)C=2N(C=CN2)C)=O)C=C1C#CC1=CC=CC=C1 (7-Methyl-4-[3-(1-methyl-1H-imidazol-2-yl)-phenyl]-8-phenylethynyl-1,3-dihydro-benzo[b][1,4]diazepin-2-one). RXN SMILES: C(OC(=O)[NH:7][C:8]1[CH:13]=[CH:12][C:11]([C:14]#[C:15][C:16]2[CH:21]=[CH:20][CH:19]=[CH:18][CH:17]=2)=[CH:10][C:9]=1[NH2:22])(C)(C)C.C(O[C:29](=[O:45])[CH2:30][C:31]([C:33]1[CH:38]=[CH:37][CH:36]=[C:35]([C:39]2[N:40]([CH3:44])[CH:41]=[CH:42][N:43]=2)[CH:34]=1)=O)(C)(C)C.[C:46](O)(C(F)(F)F)=O>C(Cl)Cl>[CH3:46][C:12]1[C:11]([C:14]#[C:15][C:16]2[CH:17]=[CH:18][CH:19]=[CH:20][CH:21]=2)=[CH:10][C:9]2[NH:22][C:29](=[O:45])[CH2:30][C:31]([C:33]3[CH:38]=[CH:37][CH:36]=[C:35]([C:39]4[N:40]([CH3:44])[CH:41]=[CH:42][N:43]=4)[CH:34]=3)=[N:7][C:8]=2[CH:13]=1. Reported procedure: Prepared from (2-amino-4-phenylethynyl-phenyl)-carbamic acid tert.-butyl ester (Example G2) (620 mg, 2.0 mmol) and 3-[3-(1-methyl-1H-imidazol-2-yl)-phenyl]-3-oxo-propionic acid tert.-butyl ester (Example H21) (1.26 g, 4.2 mmol) according to the general procedure K. The obtained material was deprotected and cyclized by treatment with TFA in CH2Cl2 according to the general procedure M. Obtained as a light yellow solid (81 mg). As a reaction SMILES: [OH:1][N:2]1[C:6]2[CH:7]=[CH:8][CH:9]=[CH:10][C:5]=2[N:4]=[N:3]1.CCOCC.[CH2:16]([S:23](Cl)(=[O:25])=[O:24])[C:17]1[CH:22]=[CH:21][CH:20]=[CH:19][CH:18]=1>[OH-].[Na+]>[CH2:16]([S:23]([O:1][N:2]1[C:6]2[CH:7]=[CH:8][CH:9]=[CH:10][C:5]=2[N:4]=[N:3]1)(=[O:25])=[O:24])[C:17]1[CH:22]=[CH:21][CH:20]=[CH:19][CH:18]=1 |f:3.4|. Yield: 46.7%. Procedure: In 1 N aqueous sodium hydroxide (50 ml) is dissolved 1-hydroxy-1,2,3-benzotriazole (5 g) and thereto is added ether (25 ml). To the solution is added benzylsulfonyl chloride (8 g) with stirring under ice-cooling. The mixture is stirred at the same temperature for 3 hours. The reaction mixture is extracted with ethyl acetate. The extract is washed with a saturated aqueous sodium hydrogen carbonate and water in order and dried over anhydrous magnesium sulfate. After drying, the solvent is distille... The reactants are ON1N=NC2=C1C=CC=C2 (1-hydroxy-1,2,3-benzotriazole), CCOCC (ether), C(C1=CC=CC=C1)S(=O)(=O)Cl (benzylsulfonyl chloride). The solvent is [OH-].[Na+] (sodium hydroxide). Product: C(C1=CC=CC=C1)S(=O)(=O)ON1N=NC2=C1C=CC=C2 (1-benzylsulfonyloxy-1,2,3-benzotriazole).